This data is from the Open Reaction Database (ORD), a public repository of structured organic reaction records. The task is: describe an organic reaction: reactants, conditions, products, and yield Reactants: O[C@@H]([C@@H](OC1=CC=C(C=C1)B(O)O)C)CCC=1C=NC=CC1 ((1S,2R)-4-(2-Hydroxy-1-methyl-4-pyridin-3-ylbutoxy)benzeneboronic acid), BrC=1C=C(C#N)C=CC1F (3-bromo-4-fluorobenzonitrile), C([O-])([O-])=O.[Na+].[Na+] (sodium carbonate). Reagents/catalysts: C=1C=CC(=CC1)[P](C=2C=CC=CC2)(C=3C=CC=CC3)[Pd]([P](C=4C=CC=CC4)(C=5C=CC=CC5)C=6C=CC=CC6)([P](C=7C=CC=CC7)(C=8C=CC=CC8)C=9C=CC=CC9)[P](C=1C=CC=CC1)(C=1C=CC=CC1)C=1C=CC=CC1 (tetrakis(triphenylphosphine)palladium). Solvent: C(C)O (ethanol). Conditions: temperature 90 celsius. Yields the product FC1=CC=C(C=C1C1=CC=C(C=C1)O[C@H]([C@@H](CCC=1C=NC=CC1)O)C)C#N ((1S,2R)-6-Fluoro-4′-(2-hydroxy-1-methyl-4-pyridin-3-yl-butoxy)-biphenyl-3-carbonitrile). Yield: 88.0%. RXN SMILES: [OH:1][C@H:2]([CH2:15][CH2:16][C:17]1[CH:18]=[N:19][CH:20]=[CH:21][CH:22]=1)[C@H:3]([CH3:14])[O:4][C:5]1[CH:10]=[CH:9][C:8](B(O)O)=[CH:7][CH:6]=1.Br[C:24]1[CH:25]=[C:26]([CH:29]=[CH:30][C:31]=1[F:32])[C:27]#[N:28].C(=O)([O-])[O-].[Na+].[Na+]>C(O)C.C1C=CC([P]([Pd]([P](C2C=CC=CC=2)(C2C=CC=CC=2)C2C=CC=CC=2)([P](C2C=CC=CC=2)(C2C=CC=CC=2)C2C=CC=CC=2)[P](C2C=CC=CC=2)(C2C=CC=CC=2)C2C=CC=CC=2)(C2C=CC=CC=2)C2C=CC=CC=2)=CC=1>[F:32][C:31]1[C:30]([C:8]2[CH:9]=[CH:10][C:5]([O:4][C@@H:3]([CH3:14])[C@H:2]([OH:1])[CH2:15][CH2:16][C:17]3[CH:18]=[N:19][CH:20]=[CH:21][CH:22]=3)=[CH:6][CH:7]=2)=[CH:29][C:26]([C:27]#[N:28])=[CH:25][CH:24]=1 |f:2.3.4,^1:45,47,66,85|. Procedure: Prepared according to the method described in Example 12b) from (1S,2R)-4-[2-(tert-butyldimethylsilanyloxy)-1-methyl-4-pyridin-3-ylbutoxyl]enzeneboronic acid (0.20 g, Example 33), 3-bromo-4-fluorobenzonitrile (0.27 g), 2M aqueous sodium carbonate (0.76 ml) and tetrakis(triphenylphosphine)palladium (0) (0.019 g) in ethanol (5 ml) with heating at 90° C. for 4 hours. After work up, the residue was purified by normal-phase HPLC eluting with a gradient of 0-10% ethanol in dichloromethane to give the ... Starting materials: COC(C1=C(C=C(C(=O)OC)C(=C1)C#N)Br)=O (2-Bromo-5-cyano-terephthalic acid dimethyl ester), FC1=C(C=CC(=C1)[Si](C)(C)C)N (2-fluoro-4-trimethylsilanyl-phenylamine), P(=O)([O-])([O-])[O-].[K+].[K+].[K+] (potassium phosphate). Reagents/catalysts: C=1C=CC(=CC1)/C=C/C(=O)/C=C/C2=CC=CC=C2.C=1C=CC(=CC1)/C=C/C(=O)/C=C/C2=CC=CC=C2.C=1C=CC(=CC1)/C=C/C(=O)/C=C/C2=CC=CC=C2.[Pd].[Pd] (tris(dibenzylideneacetone)dipalladium), C1(=CC=CC=C1)P(C1=CC=CC=2C(C3=CC=CC(=C3OC12)P(C1=CC=CC=C1)C1=CC=CC=C1)(C)C)C1=CC=CC=C1 (4,5-bis(diphenylphosphino)-9,9-dimethylxanthene). Run in O1CCOCC1 (dioxane). Product: COC(C1=C(C=C(C(=O)OC)C(=C1)NC1=C(C=C(C=C1)[Si](C)(C)C)F)C#N)=O (2-Cyano-5-(2-fluoro-4-trimethylsilanylphenylamino)-terephthalic acid dimethyl ester). The yield is 59.5%. RXN SMILES: [CH3:1][O:2][C:3](=[O:17])[C:4]1[CH:13]=[C:12]([C:14]#[N:15])[C:7]([C:8]([O:10][CH3:11])=[O:9])=[CH:6][C:5]=1Br.[F:18][C:19]1[CH:24]=[C:23]([Si:25]([CH3:28])([CH3:27])[CH3:26])[CH:22]=[CH:21][C:20]=1[NH2:29].P([O-])([O-])([O-])=O.[K+].[K+].[K+]>O1CCOCC1.C1C=CC(/C=C/C(/C=C/C2C=CC=CC=2)=O)=CC=1.C1C=CC(/C=C/C(/C=C/C2C=CC=CC=2)=O)=CC=1.C1C=CC(/C=C/C(/C=C/C2C=CC=CC=2)=O)=CC=1.[Pd].[Pd].C1(P(C2C=CC=CC=2)C2C3OC4C(=CC=CC=4P(C4C=CC=CC=4)C4C=CC=CC=4)C(C)(C)C=3C=CC=2)C=CC=CC=1>[CH3:11][O:10][C:8](=[O:9])[C:7]1[CH:6]=[C:5]([NH:29][C:20]2[CH:21]=[CH:22][C:23]([Si:25]([CH3:27])([CH3:26])[CH3:28])=[CH:24][C:19]=2[F:18])[C:4]([C:3]([O:2][CH3:1])=[O:17])=[CH:13][C:12]=1[C:14]#[N:15] |f:2.3.4.5,7.8.9.10.11|. Procedure: 2-Bromo-5-cyano-terephthalic acid dimethyl ester (620 mg, 2.1 mmol), 2-fluoro-4-trimethylsilanyl-phenylamine (419 mg, 2.3 mmol), 4,5-bis(diphenylphosphino)-9,9-dimethylxanthene (62 mg, 0.10 mmol), potassium phosphate (486 mg, 2.30 mmol) and tris(dibenzylideneacetone)dipalladium (0) (29 mg, 0.05 mmol) were suspended in dioxane (20 ml) and the resultant mixture purged with argon. The reaction mixture was heated at reflux for 16 hours. The reaction was quenched by the addition of saturated aqueous ... The reactants are O=C(c1ccc(Br)cc1)c1ccccc1Cl, CC(C)(C)[O-], Nc1ccc(F)cc1F, [Na+], CC(=O)[O-], CC(=O)[O-], C1COCCO1, [Pd+2]. Yields the product O=C(c1ccc(Nc2ccc(F)cc2F)cc1)c1ccccc1Cl. Reaction SMILES: [Br:16][c:17]1[cH:18][cH:19][c:20]([C:23](=[O:24])[c:25]2[c:26]([Cl:31])[cH:27][cH:28][cH:29][cH:30]2)[cH:21][cH:22]1.[CH3:10][C:11]([CH3:12])([O-:13])[CH3:14].[F:1][c:2]1[c:3]([NH2:4])[cH:5][cH:6][c:7]([F:9])[cH:8]1.[Na+:15].[O-:39][C:40]([CH3:41])=[O:42].[O-:43][C:44]([CH3:45])=[O:46].[O:32]1[CH2:33][CH2:34][O:35][CH2:36][CH2:37]1.[Pd+2:38]>>[F:1][c:2]1[c:3]([NH:4][c:17]2[cH:18][cH:19][c:20]([C:23](=[O:24])[c:25]3[c:26]([Cl:31])[cH:27][cH:28][cH:29][cH:30]3)[cH:21][cH:22]2)[cH:5][cH:6][c:7]([F:9])[cH:8]1. Starting materials: ClC1=NC2=CC(=CC=C2C=C1C(=O)OCC)SCC1=CC=C(C=C1)OC (Ethyl 2-chloro-7-(4-methoxyphenylmethylthio)quinolin-3-carboxylate), [Na] (sodium), CO (methanol). Solvent: C(Cl)Cl (CH2Cl2). The product is COC1=NC2=CC(=CC=C2C=C1C(=O)OC)SCC1=CC=C(C=C1)OC (Methyl 2-methoxy-7-(((4-methoxyphenyl)methyl)thio)quinolin-3-carboxylate). Reaction SMILES: Cl[C:2]1[C:11]([C:12]([O:14][CH2:15]C)=[O:13])=[CH:10][C:9]2[C:4](=[CH:5][C:6]([S:17][CH2:18][C:19]3[CH:24]=[CH:23][C:22]([O:25][CH3:26])=[CH:21][CH:20]=3)=[CH:7][CH:8]=2)[N:3]=1.[Na].[CH3:28][OH:29]>C(Cl)Cl>[CH3:28][O:29][C:2]1[C:11]([C:12]([O:14][CH3:15])=[O:13])=[CH:10][C:9]2[C:4](=[CH:5][C:6]([S:17][CH2:18][C:19]3[CH:20]=[CH:21][C:22]([O:25][CH3:26])=[CH:23][CH:24]=3)=[CH:7][CH:8]=2)[N:3]=1 |^1:26|. Reported procedure: The ester from Step 3 (7.76 g) was added to a solution of sodium (920 mg) in anhydrous methanol (50 ml) and the resulting suspension was refluxed under an argon atmosphere for 75 minutes. The mixture was cooled, diluted with CH2Cl2 (200 ml), washed with water (3×50 ml) and reduced to dryness to provide the title compound, m.p. 133°-134.5°.